This data is from the Open Reaction Database (ORD), a public repository of structured organic reaction records. The task is: describe an organic reaction: reactants, conditions, products, and yield Starting materials: CN1CCN(CC1)CC=1C=C(C(=O)NC=2C=C(C=CC2C)NC(=O)C2=CC(=NC=C2)Cl)C=CC1 (N-{3-[3-(4-methylpiperazin-1-ylmethyl)benzamido]-4-methylphenyl}-2-chloropyridine-4-carboxamide), N1CCOCC1 (morpholine), resultant solution. Solvent: O (water). Reaction conditions: temperature 110 celsius. Yields the product CN1CCN(CC1)CC=1C=C(C(=O)NC=2C=C(C=CC2C)NC(=O)C2=CC(=NC=C2)N2CCOCC2)C=CC1 (N-{3-[3-(4-methylpiperazin-1-ylmethyl)benzamido]-4-methylphenyl}-2-morpholinopyridine-4-carboxamide). Reaction SMILES: [CH3:1][N:2]1[CH2:7][CH2:6][N:5]([CH2:8][C:9]2[CH:10]=[C:11]([CH:32]=[CH:33][CH:34]=2)[C:12]([NH:14][C:15]2[CH:16]=[C:17]([NH:22][C:23]([C:25]3[CH:30]=[CH:29][N:28]=[C:27](Cl)[CH:26]=3)=[O:24])[CH:18]=[CH:19][C:20]=2[CH3:21])=[O:13])[CH2:4][CH2:3]1.[NH:35]1[CH2:40][CH2:39][O:38][CH2:37][CH2:36]1>O>[CH3:1][N:2]1[CH2:7][CH2:6][N:5]([CH2:8][C:9]2[CH:10]=[C:11]([CH:32]=[CH:33][CH:34]=2)[C:12]([NH:14][C:15]2[CH:16]=[C:17]([NH:22][C:23]([C:25]3[CH:30]=[CH:29][N:28]=[C:27]([N:35]4[CH2:40][CH2:39][O:38][CH2:37][CH2:36]4)[CH:26]=3)=[O:24])[CH:18]=[CH:19][C:20]=2[CH3:21])=[O:13])[CH2:4][CH2:3]1. Reported procedure: Using an analogous procedure to that described in Example 3, a mixture of N-{3-[3-(4-methylpiperazin-1-ylmethyl)benzamido]-4-methylphenyl}-2-chloropyridine-4-carboxamide (0.5 g) and morpholine (5 ml) was stirred and heated to 110° C. for 16 hours. The resultant solution was cooled to ambient temperature and poured into water and extracted with methylene chloride. The organic phase was evaporated and the residue was purified by column chromatography on an isolute SCX ion exchange column using a 9... The reactants are CN(C)c1ccncc1, ClCCl, OCCCC(F)(F)F, Cc1ccc(S(=O)(=O)Cl)cc1, c1ccncc1. Yields the product Cc1ccc(S(=O)(=O)OCCCC(F)(F)F)cc1. Reaction SMILES: [CH3:29][N:30]([CH3:31])[c:32]1[cH:33][cH:34][n:35][cH:36][cH:37]1.[Cl:20][CH2:21][Cl:22].[F:1][C:2]([CH2:3][CH2:4][CH2:5][OH:6])([F:7])[F:8].[c:9]1([CH3:19])[cH:10][cH:11][c:12]([S:15](=[O:16])(=[O:17])[Cl:18])[cH:13][cH:14]1.[cH:23]1[cH:24][cH:25][n:26][cH:27][cH:28]1>>[F:1][C:2]([CH2:3][CH2:4][CH2:5][O:6][S:15]([c:12]1[cH:11][cH:10][c:9]([CH3:19])[cH:14][cH:13]1)(=[O:16])=[O:17])([F:7])[F:8]. Starting materials: CC1=CC=C(C=C1)S(=O)(=O)OCCOCC(F)F (2-(2,2-difluoroethoxy)ethyl 4-methylbenzenesulfonate), BrC=1C=CC(=C(CC2=CC=C(C=C2)O)C1)Cl (4-(5-bromo-2-chlorobenzyl)phenol), C(=O)([O-])[O-].[Cs+].[Cs+] (Cs2CO3). The solvent is CN(C)C=O (DMF), O (water). Conditions: time 24 hour. Product: BrC1=CC(=C(C=C1)Cl)CC1=CC=C(C=C1)OCCOCC(F)F (4-bromo-1-chloro-2-(4-(2-(2,2-difluoroethoxy)ethoxy)benzyl)benzene). Yield: 92.2%. Reaction SMILES: CC1C=CC(S(O[CH2:12][CH2:13][O:14][CH2:15][CH:16]([F:18])[F:17])(=O)=O)=CC=1.[Br:19][C:20]1[CH:21]=[CH:22][C:23]([Cl:34])=[C:24]([CH:33]=1)[CH2:25][C:26]1[CH:31]=[CH:30][C:29]([OH:32])=[CH:28][CH:27]=1.C([O-])([O-])=O.[Cs+].[Cs+]>CN(C=O)C.O>[Br:19][C:20]1[CH:21]=[CH:22][C:23]([Cl:34])=[C:24]([CH2:25][C:26]2[CH:31]=[CH:30][C:29]([O:32][CH2:12][CH2:13][O:14][CH2:15][CH:16]([F:18])[F:17])=[CH:28][CH:27]=2)[CH:33]=1 |f:2.3.4|. Procedure: 2-(2,2-difluoroethoxy)ethyl 4-methylbenzenesulfonate (3 g, 10.7 mmol), 4-(5-bromo-2-chlorobenzyl)phenol (3.8 g, 12.8 mmol), and Cs2CO3 (8.7 g, 26.8 mmol) were suspended in DMF (8 mL) at 50° C. The mixture was stirred for 24 hours at this temperature. The mixture was diluted with water and the aqueous layer was extracted with PE two times. The combined organic layers were washed with brine, concentrated and purified by flash chromatography (PE/EtOAc=50:1) to obtain a yellow solid (4 g, yield 91.9... Reactants: C(C1=CC=CC=C1)N1C[C@H]2CCC(C[C@H]2CC1)(O)C1=CC=C(C=C1)F (Cis-2-Benzyl-6-(4'-fluorophenyl)-6-hydroxydecahydro isoquinoline), C(=O)[O-].[NH4+] (ammonium formate). Run at time 30 minute. The product is FC1=CC=C(C=C1)C1(C[C@H]2CCNC[C@H]2CC1)O (cis-6-(4'-fluorophenyl)-6-hydroxydecahydroisoquinoline). Reaction SMILES: C([N:8]1[CH2:17][CH2:16][C@H:15]2[C@H:10]([CH2:11][CH2:12][C:13]([C:19]3[CH:24]=[CH:23][C:22]([F:25])=[CH:21][CH:20]=3)([OH:18])[CH2:14]2)[CH2:9]1)C1C=CC=CC=1.C([O-])=O.[NH4+]>>[F:25][C:22]1[CH:21]=[CH:20][C:19]([C:13]2([OH:18])[CH2:12][CH2:11][C@H:10]3[C@H:15]([CH2:16][CH2:17][NH:8][CH2:9]3)[CH2:14]2)=[CH:24][CH:23]=1 |f:1.2|. Procedure details: Part A: Nitrogen gas was bubbled through methanol (25 mL). The following reagents were added in order: 10% palladium on carbon (0.5 g), the product of Example 8 (0.5 g, 1.5 mmol) and ammonium formate (1.0 g). The reaction mixture was heated to reflux temperature and stirred for 30 min. The reaction mixture was cooled to ambient temperature and filtered through Celite. The filter pad was washed with methanol and chloroform. The combined filtrates were concentrated in vacuo. The residue was treate...